This data is from the Open Reaction Database (ORD), a public repository of structured organic reaction records. The task is: describe an organic reaction: reactants, conditions, products, and yield The reactants are C(C1=CC=CC=C1)[C@@]1(O)[C@@H]([C@@H](OCC(=O)N[C@@H](C)C(=O)N[C@H](CCC(=O)OCC2=CC=CC=C2)C(N)=O)[C@H](O)[C@H](O1)CO)NC(C)=O (benzyl (benzyl 2-acetamido-2-deoxy-α-D-glucopyranosid-3-O-yl)acetyl-L-alanyl-D-isoglutaminate), C(C)(=O)OC(C)=O (acetic anhydride), resultant solution, CO (methanol). Run in N1=CC=CC=C1 (pyridine), N1=CC=CC=C1 (pyridine). The product is C(C1=CC=CC=C1)[C@@]1(O)[C@@H]([C@@H](OCC(=O)N[C@@H](C)C(=O)N[C@H](CCC(=O)OCC2=CC=CC=C2)C(N)=O)[C@H](O)[C@H](O1)COC(C)=O)NC(C)=O (benzyl (benzyl 2-acetamido-6-O-acetyl-2-deoxy-α-D-glucopyranosid-3-O-yl)acetyl-L-alanyl-D-isoglutamine). As a reaction SMILES: [CH2:1]([C@@:8]1([O:41][C@H:40]([CH2:42][OH:43])[C@@H:38]([OH:39])[C@H:11]([O:12][CH2:13][C:14]([NH:16][C@H:17]([C:19]([NH:21][C@@H:22]([C:35](=[O:37])[NH2:36])[CH2:23][CH2:24][C:25]([O:27][CH2:28][C:29]2[CH:34]=[CH:33][CH:32]=[CH:31][CH:30]=2)=[O:26])=[O:20])[CH3:18])=[O:15])[C@H:10]1[NH:44][C:45](=[O:47])[CH3:46])[OH:9])[C:2]1[CH:7]=[CH:6][CH:5]=[CH:4][CH:3]=1.[C:48](OC(=O)C)(=[O:50])[CH3:49].CO>N1C=CC=CC=1>[CH2:1]([C@@:8]1([O:41][C@H:40]([CH2:42][O:43][C:48](=[O:50])[CH3:49])[C@@H:38]([OH:39])[C@H:11]([O:12][CH2:13][C:14]([NH:16][C@H:17]([C:19]([NH:21][C@@H:22]([C:35](=[O:37])[NH2:36])[CH2:23][CH2:24][C:25]([O:27][CH2:28][C:29]2[CH:34]=[CH:33][CH:32]=[CH:31][CH:30]=2)=[O:26])=[O:20])[CH3:18])=[O:15])[C@H:10]1[NH:44][C:45](=[O:47])[CH3:46])[OH:9])[C:2]1[CH:7]=[CH:6][CH:5]=[CH:4][CH:3]=1. Procedure: A solution of 0.33 g of benzyl (benzyl 2-acetamido-2-deoxy-α-D-glucopyranosid-3-O-yl)acetyl-L-alanyl-D-isoglutaminate (12A, n = 2, X1 = L-alanyl, R2 = CH3) in 5 ml of pyridine is stirred at 0° whilst a solution of 0.095 ml of acetic anhydride in 1 ml of pyridine is added dropwise over 30 minutes. The resultant solution is stored at 0° C for 16 hours at which time 1 ml of methanol is added and the mixture is evaporated to dryness. The residue thus obtained is partitioned between 100 ml of chlorof... Starting materials: OCC=1C=CC(=C(C#N)C1)OC (5-hydroxymethyl-2-methoxy-benzonitrile), S(=O)(Cl)Cl (thionyl chloride). The solvent is C1(=CC=CC=C1)C (toluene). The product is ClCC=1C=CC(=C(C#N)C1)OC (5-chloromethyl-2-methoxy-benzonitrile). Yield: 89.9%. Reaction SMILES: O[CH2:2][C:3]1[CH:4]=[CH:5][C:6]([O:11][CH3:12])=[C:7]([CH:10]=1)[C:8]#[N:9].S(Cl)([Cl:15])=O>C1(C)C=CC=CC=1>[Cl:15][CH2:2][C:3]1[CH:4]=[CH:5][C:6]([O:11][CH3:12])=[C:7]([CH:10]=1)[C:8]#[N:9]. Procedure: To a solution of 5-hydroxymethyl-2-methoxy-benzonitrile (500 mg, 3.064 mmol) in toluene (10 mL) cooled to 0° C. was added thionyl chloride (338 μL, 4.596 mmol). The reaction mixture was heated at reflux for 3 h. The reaction mixture was concentrated in vacuo to afford 5-chloromethyl-2-methoxy-benzonitrile as a white solid (500 mg, 90%). The product was used without firther purification.